This data is from the Open Reaction Database (ORD), a public repository of structured organic reaction records. The task is: describe an organic reaction: reactants, conditions, products, and yield As a reaction SMILES: [P:1](=[O:5])([OH:4])([OH:3])[OH:2].[Cl-].[Zn+2:7].[Cl-]>O>[P:1]([O-:5])([O-:4])([O-:3])=[O:2].[Zn+2:7].[P:1]([O-:5])([O-:4])([O-:3])=[O:2].[Zn+2:7].[Zn+2:7] |f:1.2.3,5.6.7.8.9|. Solvent: O (water). The product is P(=O)([O-])([O-])[O-].[Zn+2].P(=O)([O-])([O-])[O-].[Zn+2].[Zn+2] (zinc phosphate). Procedure: 7,000 g of water and 553 g of 85% phosphoric acid were mixed, and 545 g of zinc chloride was dissolved therein to obtain an aqueous zinc phosphate solution having a phosphorus/zinc molar ratio of 1.20. Starting materials: P(O)(O)(O)=O (phosphoric acid), [Cl-].[Zn+2].[Cl-] (zinc chloride). Starting materials: C1(=CC=CC=C1)P(C1=C(C2=CC=CC=C2C=C1)C1=C(C=CC2=CC=CC=C12)P(C1=CC=CC=C1)C1=CC=CC=C1)C1=CC=CC=C1 (BINAP), NC=1C=C(COC2=C(C(=C(C=C2)C(C)=O)O)CCC)C=CC1 (1-[4-(3-amino-benzyloxy)-2-hydroxy-3-propyl-phenyl]-ethanone), COC(C1=CN=CC(=C1)Br)=O (5-bromo-nicotinic acid methyl ester), C([O-])([O-])=O.[Cs+].[Cs+] (cesium carbonate), C(CC(O)(C(=O)O)CC(=O)O)(=O)O (citric acid). Reagents/catalysts: C(C)(=O)[O-].[Pd+2].C(C)(=O)[O-] (palladium acetate). Run in C1(=CC=CC=C1)C (toluene). Reaction conditions: temperature 100 celsius, time 18 hour. The product is COC(C1=CN=CC(=C1)NC1=CC(=CC=C1)COC1=C(C(=C(C=C1)C(C)=O)O)CCC)=O (5-[3-(4-acetyl-3-hydroxy-2-propyl-phenoxymethyl)-phenylamino]-nicotinic acid methyl ester). Yield: 37.9%. RXN SMILES: [NH2:1][C:2]1[CH:3]=[C:4]([CH:20]=[CH:21][CH:22]=1)[CH2:5][O:6][C:7]1[CH:12]=[CH:11][C:10]([C:13](=[O:15])[CH3:14])=[C:9]([OH:16])[C:8]=1[CH2:17][CH2:18][CH3:19].[CH3:23][O:24][C:25](=[O:33])[C:26]1[CH:31]=[C:30](Br)[CH:29]=[N:28][CH:27]=1.C(=O)([O-])[O-].[Cs+].[Cs+].C1(P(C2C=CC=CC=2)C2C=CC3C(=CC=CC=3)C=2C2C3C(=CC=CC=3)C=CC=2P(C2C=CC=CC=2)C2C=CC=CC=2)C=CC=CC=1.C(O)(=O)CC(CC(O)=O)(C(O)=O)O>C1(C)C=CC=CC=1.C([O-])(=O)C.[Pd+2].C([O-])(=O)C>[CH3:23][O:24][C:25](=[O:33])[C:26]1[CH:31]=[C:30]([NH:1][C:2]2[CH:22]=[CH:21][CH:20]=[C:4]([CH2:5][O:6][C:7]3[CH:12]=[CH:11][C:10]([C:13](=[O:15])[CH3:14])=[C:9]([OH:16])[C:8]=3[CH2:17][CH2:18][CH3:19])[CH:3]=2)[CH:29]=[N:28][CH:27]=1 |f:2.3.4,8.9.10|. Procedure: Combine 1-[4-(3-amino-benzyloxy)-2-hydroxy-3-propyl-phenyl]-ethanone (500 mg, 1.67 mmol), 5-bromo-nicotinic acid methyl ester (328 mg, 1.52 mmol) and cesium carbonate (693 mg, 2.13 mmol) in toluene (25 mL) and stir. Purge reaction vessel with Argon. Add BINAP [rac-2,2′-Bis(diphenyl-phosphino)-1,1′-binaphthyl] (142 mg, 0.228 mmol), and palladium acetate (34 mg, 0.152 mmol). Purge reaction vessel with argon. Heat to 100° C. After 18 hours, cool to ambient temperature. Add 10% aqueous citric acid, ... The reactants are [Cl-].[Al+3].[Cl-].[Cl-] (aluminum chloride), C1(=CC=CC=C1)C(C1=CC=CC=C1)OC(=S)C1=C(C(S[C@H]2N1C(C2)=O)(C=2N=C(SC2)NC(=O)OC(C)(C)C)NC(\C=N/OC(C2=CC=CC=C2)(C2=CC=CC=C2)C2=CC=CC=C2)=O)CSC=2N(N=NC2)C ((Z)-2-(2-t-butoxycarbonylaminothiazol -4-yl)- 2-trityloxyiminoacetamido-3-(3-methyl-1,2,3-triazol-4-yl)thiomethylthio-3-cephem-4-carboxylic acid diphenylmethyl ester). Solvent: C1(=CC=CC=C1)OC (anisole), C1(=CC=CC=C1)OC (anisole), [N+](=O)([O-])C (nitromethane), Cl (hydrochloric acid), O (water). Reaction conditions: time 1 hour. Product: CN1N=NC=C1SCC=1CS[C@H]2N(C1C(=S)O)C(C2)=O (3-(3-methyl-1,2,3-triazol-4-yl)thiomethylthio-3-cephem-4-carboxylic acid). Isolated yield 128.2%. RXN SMILES: C1(C([O:14][C:15]([C:17]2[N:22]3[C:23](=[O:25])[CH2:24][C@H:21]3[S:20][C:19](NC(=O)/C=N\OC(C3C=CC=CC=3)(C3C=CC=CC=3)C3C=CC=CC=3)(C3N=C(NC(OC(C)(C)C)=O)SC=3)[C:18]=2[CH2:64][S:65][C:66]2[N:67]([CH3:71])[N:68]=[N:69][CH:70]=2)=[S:16])C2C=CC=CC=2)C=CC=CC=1.[Cl-].[Al+3].[Cl-].[Cl-]>C1(OC)C=CC=CC=1.[N+](C)([O-])=O.Cl.O>[CH3:71][N:67]1[C:66]([S:65][CH2:64][C:18]2[CH2:19][S:20][C@@H:21]3[CH2:24][C:23](=[O:25])[N:22]3[C:17]=2[C:15]([OH:14])=[S:16])=[CH:70][N:69]=[N:68]1 |f:1.2.3.4|. Procedure details: To a solution of 7μ-[(Z)-2-(2-t-butoxycarbonylaminothiazol -4-yl)- 2-trityloxyiminoacetamido-3-(3-methyl-1,2,3-triazol-4-yl)thiomethylthio-3-cephem-4-carboxylic acid diphenylmethyl ester (900 mg: 0.869 mMol.) in a mixture of anisole (4 ml) and nitromethane (16 ml) is added a solution of aluminum chloride (924 mg: 6.95 mMol.) in anisole (2 ml) at -40° C., and the mixture is stirred for 1 hour at -40°-30° C. The reaction mixture is diluted with 1N-hydrochloric acid (7 ml) and water and washed with... The reactants are [OH-].[K+] (Potassium hydroxide), C(C)OC(=O)OC=1C=C2C=CC(=CC2=CC1)SC1C(NC(S1)=O)=O (5-[(6-ethoxycarbonyloxy-2-naphthalenyl)thio]-2,4-thiazolidinedione). The solvent is CO (methanol). Conditions: time 30 minute. The product is OC=1C=C2C=CC(=CC2=CC1)SC1C(NC(S1)=O)=O (5-[(6-Hydroxyl-2-naphthalenyl)thio]-2,4-thiazolidinedione). The yield is 99.9%. As a reaction SMILES: [OH-].[K+].C(OC([O:8][C:9]1[CH:10]=[C:11]2[C:16](=[CH:17][CH:18]=1)[CH:15]=[C:14]([S:19][CH:20]1[S:24][C:23](=[O:25])[NH:22][C:21]1=[O:26])[CH:13]=[CH:12]2)=O)C>CO>[OH:8][C:9]1[CH:10]=[C:11]2[C:16](=[CH:17][CH:18]=1)[CH:15]=[C:14]([S:19][CH:20]1[S:24][C:23](=[O:25])[NH:22][C:21]1=[O:26])[CH:13]=[CH:12]2 |f:0.1|. Procedure: Potassium hydroxide (2.47 g, 44.0 mmol) was added to a suspension of 5-[(6-ethoxycarbonyloxy-2-naphthalenyl)thio]-2,4-thiazolidinedione (8.0 g, 22 mmol) in methanol (50 mL) at 25° C. After 30 minutes, the resulting solution was acidified to pH=1 with and then extracted with ethyl acetate (3×). The combined extracts were dried (magnesium sulfate) and concentrated to give 5-[(6-Hydroxyl-2-naphthalenyl)thio]-2,4-thiazolidinedione as a powder (6.4 g, 99% yield): mp 182°-183° C. (chloroform/ethyl ace... Reactants: [OH-].[Na+] (sodium hydroxide), OO (hydrogen peroxide), C(#N)C=1C=CC2=C(C(=NC(O2)(C)C)C2=NC=CC=C2)C1 (6-cyano-2,2-dimethyl-4-(2-pyridyl)-2H-1,3-benzoxazine). The solvent is O1CCCC1 (tetrahydrofuran). Conditions: time 40 minute. The product is C(N)(=O)C=1C=CC2=C(C(=NC(O2)(C)C)C2=NC=CC=C2)C1 (6-carbamoyl-2,2-dimethyl-4-(2-pyridyl)-2H-1,3-benzoxazine). Reaction SMILES: [OH-:1].[Na+].OO.[C:5]([C:7]1[CH:8]=[CH:9][C:10]2[O:15][C:14]([CH3:17])([CH3:16])[N:13]=[C:12]([C:18]3[CH:23]=[CH:22][CH:21]=[CH:20][N:19]=3)[C:11]=2[CH:24]=1)#[N:6]>O1CCCC1>[C:5]([C:7]1[CH:8]=[CH:9][C:10]2[O:15][C:14]([CH3:17])([CH3:16])[N:13]=[C:12]([C:18]3[CH:23]=[CH:22][CH:21]=[CH:20][N:19]=3)[C:11]=2[CH:24]=1)(=[O:1])[NH2:6] |f:0.1|. Procedure: Aqueous 2N sodium hydroxide solution (6 ml) and 30% hydrogen peroxide solution (8 ml) were added dropwise over 20 minutes to a solution of 6-cyano-2,2-dimethyl-4-(2-pyridyl)-2H-1,3-benzoxazine (0.40 g) in tetrahydrofuran(16 ml). The mixture was stirred at room temperature for 40 minutes. The reaction mixture was extracted by addition of ethyl acetate. The organic layer was successively washed with an aqueous sodium bicarbonate solution, an aqueous sodium bisulfite and saturated saline and dried ...